From a dataset of the Open Reaction Database (ORD), a public repository of structured organic reaction records. describe an organic reaction: reactants, conditions, products, and yield Reactants: O=Cc1ccc(Br)cc1, CC(=O)O[BH-](OC(C)=O)OC(C)=O, O=C([O-])O, CCCN(CCC)CCCCNCc1ccc(C#N)cc1, CCO, [Na+], [Na+]. Yields the product CCCN(CCC)CCCCN(Cc1ccc(Br)cc1)Cc1ccc(C#N)cc1. As a reaction SMILES: [Br:22][c:23]1[cH:24][cH:25][c:26]([CH:27]=[O:28])[cH:29][cH:30]1.[C:31]([O:32][BH-:33]([O:34][C:35](=[O:36])[CH3:37])[O:38][C:39](=[O:40])[CH3:41])(=[O:42])[CH3:43].[C:45](=[O:46])([OH:47])[O-:48].[CH2:1]([CH2:2][CH3:3])[N:4]([CH2:5][CH2:6][CH2:7][CH2:8][NH:9][CH2:10][c:11]1[cH:12][cH:13][c:14]([C:15]#[N:16])[cH:17][cH:18]1)[CH2:19][CH2:20][CH3:21].[CH3:50][CH2:51][OH:52].[Na+:44].[Na+:49]>>[CH2:1]([CH2:2][CH3:3])[N:4]([CH2:5][CH2:6][CH2:7][CH2:8][N:9]([CH2:10][c:11]1[cH:12][cH:13][c:14]([C:15]#[N:16])[cH:17][cH:18]1)[CH2:27][c:26]1[cH:25][cH:24][c:23]([Br:22])[cH:30][cH:29]1)[CH2:19][CH2:20][CH3:21]. The reactants are C(C)(=O)O (acetic acid), C(#N)CC(=O)OCC (ethyl cyanoacetate), ClC1=C(C=O)C=C(C=C1)[N+](=O)[O-] (2-chloro-5-nitrobenzaldehyde), N1CCCCC1 (piperidine). Solvent: O1CCCC1 (tetrahydrofuran). Reaction conditions: time 16 hour. Product: ClC1=C(C=C(C(=O)OCC)C#N)C=C(C=C1)[N+](=O)[O-] (Ethyl 2-chloro-5-nitro-α-cyanocinnamate). Yield: 71.0%. RXN SMILES: [C:1]([CH2:3][C:4]([O:6][CH2:7][CH3:8])=[O:5])#[N:2].[Cl:9][C:10]1[CH:17]=[CH:16][C:15]([N+:18]([O-:20])=[O:19])=[CH:14][C:11]=1[CH:12]=O.N1CCCCC1.C(O)(=O)C>O1CCCC1>[Cl:9][C:10]1[CH:17]=[CH:16][C:15]([N+:18]([O-:20])=[O:19])=[CH:14][C:11]=1[CH:12]=[C:3]([C:1]#[N:2])[C:4]([O:6][CH2:7][CH3:8])=[O:5]. Procedure: 29.7 g (300 millimoles) of ethyl cyanoacetate were added to a solution of 55.7 g (300 millimoles) of 2-chloro-5-nitrobenzaldehyde in 200 ml of tetrahydrofuran, after which 1 ml of piperidine was added as a catalyst at 0° C. The mixture was stirred for 16 hours at room temperature, neutralized with acetic acid and then worked up in a conventional manner to give a product of melting point 83°-85° C. in 71% yield. Reactants: S(N)(=O)(=O)C1=CC2=C(SC3(C(OCC3)=O)C2=O)C=C1 (5-sulfamoyl-4',5'-dihydrospiro[benzo[b]thiophene-2(3H),3'(2'H)-furan]-3,2'-dione). Solvent: C(C)O (C2H5OH). Yields the product S(N)(=O)(=O)C1=CC2=C(SC3(CC3)C2=O)C=C1 (5-Sulfamoylspiro[benzo[b]thiophene-2(3H),1'-cyclopropan]-3-one). As a reaction SMILES: [S:1]([C:5]1[CH:19]=[CH:18][C:8]2[S:9][C:10]3([C:16](=[O:17])[C:7]=2[CH:6]=1)[CH2:14][CH2:13]OC3=O)(=[O:4])(=[O:3])[NH2:2]>C(O)C>[S:1]([C:5]1[CH:19]=[CH:18][C:8]2[S:9][C:10]3([C:16](=[O:17])[C:7]=2[CH:6]=1)[CH2:14][CH2:13]3)(=[O:3])(=[O:4])[NH2:2]. Procedure details: 5-Sulfamoylspiro[benzo[b]thiophene-2(3H),1'-cyclopropan]-3-one was prepared by a similar procedure to that of Example 8 except for the use of 5-sulfamoyl-4',5'-dihydrospiro[benzo[b]thiophene-2(3H),3'(2'H)-furan]-3,2'-dione obtained in Reference Example 16. Pale yellow needles (from C2H5OH), mp 256°-258° C. (decomp.) Anal. Calcd. for C10H9NO3S2 : C, 47.04; H, 3.55; N, 5.49. Found: C, 47.18; H, 3.57; N, 5.44. Reaction SMILES: [CH2:23]([CH3:24])[O:25][C:26]([CH2:27][c:28]1[cH:29][c:30]([O:39][CH3:40])[c:31]([O:34][CH2:35][CH2:36][CH2:37][Cl:38])[cH:32][cH:33]1)=[O:41].[CH3:49][N:50]([CH3:51])[CH:52]=[O:53].[F:1][c:2]1[cH:3][cH:4][c:5]([C:8]([OH:9])([CH:10]2[CH2:11][CH2:12][NH:13][CH2:14][CH2:15]2)[c:16]2[cH:17][cH:18][c:19]([F:22])[cH:20][cH:21]2)[cH:6][cH:7]1.[K:48].[Na+:42].[Na+:43].[O-:44][C:45](=[O:46])[O-:47]>>[F:1][c:2]1[cH:3][cH:4][c:5]([C:8]([OH:9])([CH:10]2[CH2:11][CH2:12][N:13]([CH2:37][CH2:36][CH2:35][O:34][c:31]3[c:30]([O:39][CH3:40])[cH:29][c:28]([CH2:27][C:26]([O:25][CH2:23][CH3:24])=[O:41])[cH:33][cH:32]3)[CH2:14][CH2:15]2)[c:16]2[cH:17][cH:18][c:19]([F:22])[cH:20][cH:21]2)[cH:6][cH:7]1. Yields the product CCOC(=O)Cc1ccc(OCCCN2CCC(C(O)(c3ccc(F)cc3)c3ccc(F)cc3)CC2)c(OC)c1. The reactants are CCOC(=O)Cc1ccc(OCCCCl)c(OC)c1, CN(C)C=O, OC(c1ccc(F)cc1)(c1ccc(F)cc1)C1CCNCC1, [K], [Na+], [Na+], O=C([O-])[O-]. The yield is 72.7%. Run at temperature -34 celsius, time 5 minute. Product: FC(CN1C=CC2=C(C=CC=C12)CC1C(NC(S1)=O)=O)C1=CC=CC=C1 (5-[1-(2-fluoro-2-phenylethyl)indol-4-yl]methyl-2,4-thiazolidinedione). Procedure details: To 10 ml of methylene chloride, there was dissolved 134 mg of 5-[1-(2-hydroxy-2-phenylethyl)indol-4-yl]methyl-2,4-thiazolidinedione prepared in Example 323 under an argon gas atmosphere and the resulting solution was then cooled to -34° C. After addition of 88 mg of diethylaminosulfur trifluoride to the solution and stirring it for 5 minutes and the solution was then stirred at room temperature for additional 30 minutes. After addition of 10 ml of methanol, the solution was poured into 50 ml of ... Solvent: O (water). Starting materials: CO (methanol), C(Cl)Cl (methylene chloride), OC(CN1C=CC2=C(C=CC=C12)CC1C(NC(S1)=O)=O)C1=CC=CC=C1 (5-[1-(2-hydroxy-2-phenylethyl)indol-4-yl]methyl-2,4-thiazolidinedione), C(C)N(CC)S(F)(F)F (diethylaminosulfur trifluoride). RXN SMILES: C(Cl)Cl.O[CH:5]([C:24]1[CH:29]=[CH:28][CH:27]=[CH:26][CH:25]=1)[CH2:6][N:7]1[C:15]2[C:10](=[C:11]([CH2:16][CH:17]3[S:21][C:20](=[O:22])[NH:19][C:18]3=[O:23])[CH:12]=[CH:13][CH:14]=2)[CH:9]=[CH:8]1.C(N(S(F)(F)[F:36])CC)C.CO>O>[F:36][CH:5]([C:24]1[CH:29]=[CH:28][CH:27]=[CH:26][CH:25]=1)[CH2:6][N:7]1[C:15]2[C:10](=[C:11]([CH2:16][CH:17]3[S:21][C:20](=[O:22])[NH:19][C:18]3=[O:23])[CH:12]=[CH:13][CH:14]=2)[CH:9]=[CH:8]1. The reactants are O=C([O-])[O-], CCCCCCCBr, [Cu], [K+], [K+], CN(C)C=O, COC(=O)CCCc1ccc(O)c(-c2cc(CCCC(=O)OC)ccc2O)c1. Product: CCCCCCCOc1ccc(CCCC(=O)OC)cc1-c1cc(CCCC(=O)OC)ccc1O. As a reaction SMILES: [C:37](=[O:38])([O-:39])[O-:40].[CH2:29]([CH2:30][CH2:31][CH2:32][CH2:33][CH2:34][CH3:35])[Br:36].[Cu:43].[K+:41].[K+:42].[O:44]=[CH:45][N:46]([CH3:47])[CH3:48].[OH:1][c:2]1[c:3](-[c:15]2[c:16]([OH:28])[cH:17][cH:18][c:19]([CH2:21][CH2:22][CH2:23][C:24](=[O:25])[O:26][CH3:27])[cH:20]2)[cH:4][c:5]([CH2:8][CH2:9][CH2:10][C:11](=[O:12])[O:13][CH3:14])[cH:6][cH:7]1>>[O:1]([c:2]1[c:3](-[c:15]2[c:16]([OH:28])[cH:17][cH:18][c:19]([CH2:21][CH2:22][CH2:23][C:24](=[O:25])[O:26][CH3:27])[cH:20]2)[cH:4][c:5]([CH2:8][CH2:9][CH2:10][C:11](=[O:12])[O:13][CH3:14])[cH:6][cH:7]1)[CH2:29][CH2:30][CH2:31][CH2:32][CH2:33][CH2:34][CH3:35]. The reactants are COC(C1=CC(=CC=C1)SC1=C(NC2=CC(=CC=C12)Cl)C)=O (3-(6-chloro-2-methyl-1H-indol-3-ylsulfanyl)-benzoic acid methyl ester), BrC=1C=C(C=CC1)C1=CC=CC=C1 (3-bromobiphenyl). Yields the product COC(C1=CC(=CC=C1)SC1=C(N(C2=CC(=CC=C12)Cl)C=1C=C(C=CC1)C1=CC=CC=C1)C)=O (3-(1-Biphenyl-3-yl-6-chloro-2-methyl-1H-indol-3-ylsulfanyl)-benzoic acid methyl ester). As a reaction SMILES: [CH3:1][O:2][C:3](=[O:22])[C:4]1[CH:9]=[CH:8][CH:7]=[C:6]([S:10][C:11]2[C:19]3[C:14](=[CH:15][C:16]([Cl:20])=[CH:17][CH:18]=3)[NH:13][C:12]=2[CH3:21])[CH:5]=1.Br[C:24]1[CH:25]=[C:26]([C:30]2[CH:35]=[CH:34][CH:33]=[CH:32][CH:31]=2)[CH:27]=[CH:28][CH:29]=1>>[CH3:1][O:2][C:3](=[O:22])[C:4]1[CH:9]=[CH:8][CH:7]=[C:6]([S:10][C:11]2[C:19]3[C:14](=[CH:15][C:16]([Cl:20])=[CH:17][CH:18]=3)[N:13]([C:32]3[CH:31]=[C:30]([C:26]4[CH:27]=[CH:28][CH:29]=[CH:24][CH:25]=4)[CH:35]=[CH:34][CH:33]=3)[C:12]=2[CH3:21])[CH:5]=1. Procedure details: Prepared according to the procedure described in Example 27, Step 1, using the following starting materials: 3-(6-chloro-2-methyl-1H-indol-3-ylsulfanyl)-benzoic acid methyl ester and 3-bromobiphenyl.